Dataset: the Open Reaction Database (ORD), a public repository of structured organic reaction records. Task: describe an organic reaction: reactants, conditions, products, and yield RXN SMILES: [Cl:1][C:2]1[CH:7]=[CH:6][C:5]([S:8]([NH:11][CH:12]2[CH2:21][CH2:20][CH2:19][C:18]3[CH:17]=[C:16]([O:22][CH2:23][C:24](N)=[O:25])[CH:15]=[CH:14][C:13]2=3)(=[O:10])=[O:9])=[CH:4][CH:3]=1.C[OH:28]>[OH-].[K+]>[Cl:1][C:2]1[CH:7]=[CH:6][C:5]([S:8]([NH:11][CH:12]2[CH2:21][CH2:20][CH2:19][C:18]3[CH:17]=[C:16]([O:22][CH2:23][C:24]([OH:25])=[O:28])[CH:15]=[CH:14][C:13]2=3)(=[O:10])=[O:9])=[CH:4][CH:3]=1 |f:2.3|. Procedure details: 10 mmol of 5-(4-chlorobenzenesulphonylamino)-5,6,7,8-tetrahydro-naphth-2-yl-oxyacetamide are heated under reflux in 12 ml of 2N KOH and 40 ml of MeOH for 6 hours. The methanol is stripped off, 30 ml of 1N KOH are added and the mixture is extracted by shaking twice with CH2Cl2. The H2O phase is brough to pH 2 with concentrated HCl and the precipitates is filtered off and dried thoroughly. Product: ClC1=CC=C(C=C1)S(=O)(=O)NC1C=2C=CC(=CC2CCC1)OCC(=O)O (5-(4-Chlorobenzenesulphonylamino)-5,6,7,8-tetrahydronaphth-2-yl-oxyacetic acid). The reactants are ClC1=CC=C(C=C1)S(=O)(=O)NC1C=2C=CC(=CC2CCC1)OCC(=O)N (5-(4-chlorobenzenesulphonylamino)-5,6,7,8-tetrahydro-naphth-2-yl-oxyacetamide), CO (MeOH), CO (methanol). Run in [OH-].[K+] (KOH), [OH-].[K+] (KOH). Reactants: FC1=CC=C(CC=2C=C3C(=NC2)C(CN3C(CN3[C@H](CN[C@@H](C3)C)CN3[C@@H](COCC3)C)=O)(C)C)C=C1 (1-[6-(4-Fluoro-benzyl)-3,3-dimethyl-2,3-dihydro-pyrrolo[3,2-b]pyridin-1-yl]-2-[(2R,5R)-5-methyl-2-((R)-3-methyl-morpholin-4-ylmethyl)-piperazin-1-yl]-ethanone), Cl (HCl). The solvent is C(C)(C)O (isopropanol), CCOC(=O)C (EtOAc), O1CCOCC1 (dioxane), CCOC(=O)C (EtOAc). Reaction conditions: time 64 hour. The product is Cl.FC1=CC=C(CC=2C=C3C(=NC2)C(CN3C(CN3[C@H](CN[C@@H](C3)C)CN3[C@@H](COCC3)C)=O)(C)C)C=C1 (1-[6-(4-Fluoro-benzyl)-3,3-dimethyl-2,3-dihydro-pyrrolo[3,2-b]pyridin-1-yl]-2-[(2R,5R)-5-methyl-2-((R)-3-methyl-morpholin-4-ylmethyl)-piperazin-1-yl]-ethanone hydrochloride). As a reaction SMILES: [F:1][C:2]1[CH:37]=[CH:36][C:5]([CH2:6][C:7]2[CH:8]=[C:9]3[N:15]([C:16](=[O:33])[CH2:17][N:18]4[CH2:23][C@@H:22]([CH3:24])[NH:21][CH2:20][C@@H:19]4[CH2:25][N:26]4[CH2:31][CH2:30][O:29][CH2:28][C@H:27]4[CH3:32])[CH2:14][C:13]([CH3:35])([CH3:34])[C:10]3=[N:11][CH:12]=2)=[CH:4][CH:3]=1.[ClH:38]>CCOC(C)=O.O1CCOCC1.C(O)(C)C>[ClH:38].[F:1][C:2]1[CH:37]=[CH:36][C:5]([CH2:6][C:7]2[CH:8]=[C:9]3[N:15]([C:16](=[O:33])[CH2:17][N:18]4[CH2:23][C@@H:22]([CH3:24])[NH:21][CH2:20][C@@H:19]4[CH2:25][N:26]4[CH2:31][CH2:30][O:29][CH2:28][C@H:27]4[CH3:32])[CH2:14][C:13]([CH3:35])([CH3:34])[C:10]3=[N:11][CH:12]=2)=[CH:4][CH:3]=1 |f:5.6|. Reported procedure: 1-[6-(4-Fluoro-benzyl)-3,3-dimethyl-2,3-dihydro-pyrrolo[3,2-b]pyridin-1-yl]-2-[(2R,5R)-5-methyl-2-((R)-3-methyl-morpholin-4-ylmethyl)-piperazin-1-yl]-ethanone (1.72 g) was dissolved in EtOAc (40 mL) then treated dropwise with a mixture of 4 M HCl in dioxane and EtOAc (40 mL) while stirring at ambient temperature. The resulting clear solution was allowed to stand for 64 h then was evaporated in vacuo to give a foam which was dissolved in isopropanol then re-evaporated. The resulting residue was t... Reactants: CCCCNC, CCN(C(C)C)C(C)C, ClCCl, O=C(Cl)c1ccc2ccccc2c1. Yields the product CCCCN(C)C(=O)c1ccc2ccccc2c1. RXN SMILES: [CH3:14][CH2:15][CH2:16][CH2:17][NH:18][CH3:19].[CH:20]([N:21]([CH:22]([CH3:23])[CH3:24])[CH2:25][CH3:26])([CH3:27])[CH3:28].[Cl:29][CH2:30][Cl:31].[cH:1]1[c:2]([C:11](=[O:12])[Cl:13])[cH:3][cH:4][c:5]2[cH:6][cH:7][cH:8][cH:9][c:10]12>>[cH:1]1[c:2]([C:11](=[O:12])[N:18]([CH2:17][CH2:16][CH2:15][CH3:14])[CH3:19])[cH:3][cH:4][c:5]2[cH:6][cH:7][cH:8][cH:9][c:10]12. Reactants: COc1cc2c(cc1OC)C1CC(NC(=O)OC(C)(C)C)C(NC(=O)CC(CF)CCl)CN1CC2, CN(C)C=O, [H-], [Na+]. Product: COc1cc2c(cc1OC)C1CC(NC(=O)OC(C)(C)C)C(N3CC(CF)CC3=O)CN1CC2. As a reaction SMILES: [C:3]([CH3:4])([CH3:5])([CH3:6])[O:7][C:8]([NH:9][CH:10]1[CH2:11][CH:12]2[N:13]([CH2:14][CH2:15][c:16]3[cH:17][c:18]([O:24][CH3:25])[c:19]([O:22][CH3:23])[cH:20][c:21]32)[CH2:26][CH:27]1[NH:28][C:29]([CH2:30][CH:31]([CH2:32][F:33])[CH2:34][Cl:35])=[O:36])=[O:37].[CH3:38][N:39]([CH3:40])[CH:41]=[O:42].[H-:1].[Na+:2]>>[C:3]([CH3:4])([CH3:5])([CH3:6])[O:7][C:8]([NH:9][CH:10]1[CH2:11][CH:12]2[N:13]([CH2:14][CH2:15][c:16]3[cH:17][c:18]([O:24][CH3:25])[c:19]([O:22][CH3:23])[cH:20][c:21]32)[CH2:26][CH:27]1[N:28]1[C:29](=[O:36])[CH2:30][CH:31]([CH2:32][F:33])[CH2:34]1)=[O:37]. Reactants: C(C)(=O)N1C(CC2=CC=CC=C12)=O (N-acetyloxindole), OCC1=CC=C(O1)C=O (5-hydroxymethyl-2-furaldehyde), N1CCCCC1 (piperidine). Solvent: C(C)O (ethanol), C(C)O (ethanol). Run at time 12 hour. Product: OCC1=CC=C(O1)C=C1C(N(C2=CC=CC=C12)C(C)=O)=O (3-((5-(hydroxymethyl)furan-2-yl) methylene)-N-acetyl-2-oxoindoline). As a reaction SMILES: [C:1]([N:4]1[C:12]2[C:7](=[CH:8][CH:9]=[CH:10][CH:11]=2)[CH2:6][C:5]1=[O:13])(=[O:3])[CH3:2].O[CH2:15][C:16]1[O:20][C:19]([CH:21]=[O:22])=[CH:18][CH:17]=1.N1CCCCC1>C(O)C>[OH:22][CH2:21][C:19]1[O:20][C:16]([CH:15]=[C:6]2[C:7]3[C:12](=[CH:11][CH:10]=[CH:9][CH:8]=3)[N:4]([C:1](=[O:3])[CH3:2])[C:5]2=[O:13])=[CH:17][CH:18]=1. Procedure details: N-acetyloxindole (1 equivalent), 5-hydroxymethyl-2-furaldehyde (0.5 equivalent) and piperidine (0.2 equivalent) were dissolved in ethanol such that 1 mL of ethanol was used per 1 μmol of the total amount of the compounds, and the resulting mixture was stirred at room temperature for 12 hours. After completion of the reaction, the resulting precipitate was collected by filtration, washed with cooled ethanol several times and dried, whereby 3-((5-(hydroxymethyl)furan-2-yl) methylene)-N-acetyl-2-ox...